Dataset: the Open Reaction Database (ORD), a public repository of structured organic reaction records. Task: describe an organic reaction: reactants, conditions, products, and yield Reactants: CO, CCOCC, CN(C)C=O, ClCc1ccncc1, Cl, [Na], Oc1ccccc1. Product: c1ccc(OCc2ccncc2)cc1. RXN SMILES: [CH3:23][OH:24].[CH3:25][CH2:26][O:27][CH2:28][CH3:29].[CH:9]([N:10]([CH3:11])[CH3:12])=[O:13].[Cl:15][CH2:16][c:17]1[cH:18][cH:19][n:20][cH:21][cH:22]1.[ClH:14].[Na:1].[OH:2][c:3]1[cH:4][cH:5][cH:6][cH:7][cH:8]1>>[O:2]([c:3]1[cH:4][cH:5][cH:6][cH:7][cH:8]1)[CH2:16][c:17]1[cH:18][cH:19][n:20][cH:21][cH:22]1. The reactants are OC(CCN1C(=O)N(C=2N=CN(C2C1=O)C)C)CO (1-(3,4-Dihydroxybutyl)-3,7-dimethylxanthine), Br (hydrogen bromide), solution, C([O-])(O)=O.[Na+] (sodium bicarbonate), ClCCl (dichloromethane). Run in C(C)(=O)O (acetic acid). Run at time 10 minute. Yields the product C(C)(=O)OC(CCN1C(=O)N(C=2N=CN(C2C1=O)C)C)CBr (1-(3-acetoxy-4-bromobutyl)-3,7-dimethylxanthine). Reaction SMILES: [OH:1][CH:2]([CH2:18]O)[CH2:3][CH2:4][N:5]1[C:14](=[O:15])[C:13]2[N:12]([CH3:16])[CH:11]=[N:10][C:9]=2[N:8]([CH3:17])[C:6]1=[O:7].[BrH:20].[C:21](=[O:24])(O)[O-].[Na+].Cl[CH2:27]Cl>C(O)(=O)C>[C:21]([O:1][CH:2]([CH2:18][Br:20])[CH2:3][CH2:4][N:5]1[C:14](=[O:15])[C:13]2[N:12]([CH3:16])[CH:11]=[N:10][C:9]=2[N:8]([CH3:17])[C:6]1=[O:7])(=[O:24])[CH3:27] |f:2.3|. Procedure: 1-(3,4-Dihydroxybutyl)-3,7-dimethylxanthine (3.98 g, 14.9 mmol) was stirred with hydrogen bromide (9.2 mL, 12.06 g of a 30% solution in acetic acid, 44.7 mmol) for 90 minutes. The mixture was then added to a flask containing 200 mL aqueous saturated sodium bicarbonate solution and 75 mL dichloromethane. After 10 minutes of vigorous stirring, the layers were separated and the aqueous portion washed with dichloromethane (3×150 mL). The organic portions were combined, dried (magnesium sulfate), and... Starting materials: CC=1N=C2SC3=C(N2C1CO)C=CC=C3 (2-methylimidazo[2,1-b]benzothiazole-3-methanol), ice water, [H-].[Na+] (sodium hydride), CI (methyl iodide). Solvent: CN(C=O)C (dimethylformamide). Yields the product COCC1=C(N=C2SC3=C(N21)C=CC=C3)C (2-Methylimidazo[2,1-b]benzothiazole-3-methanol methyl ether). Yield: 60.8%. RXN SMILES: [CH3:1][C:2]1[N:3]=[C:4]2[N:8]([C:9]=1[CH2:10][OH:11])[C:7]1[CH:12]=[CH:13][CH:14]=[CH:15][C:6]=1[S:5]2.[H-].[Na+].[CH3:18]I>CN(C)C=O>[CH3:18][O:11][CH2:10][C:9]1[N:8]2[C:4]([S:5][C:6]3[CH:15]=[CH:14][CH:13]=[CH:12][C:7]=32)=[N:3][C:2]=1[CH3:1] |f:1.2|. Procedure details: In 30 ml of dry dimethylformamide was suspended 2.18 g of 2-methylimidazo[2,1-b]benzothiazole-3-methanol and, 0.50 g of 60% sodium hydride was added to the suspension followed by stirring at room temperature for minutes. After 1.74 g of methyl iodide was added thereto, the mixture was stirred for one hour. Then ice water was added to the reaction mixture followed by extracting with ethyl acetate. After the ethyl acetate was removed, 1.41 g of the title compound was obtained. The reactants are C12N(CC(C1)C2)C2=NC(=CC(=N2)C=2C=C(C(=NC2)N)C(F)(F)F)N2[C@@H]1CN[C@H](C2)C1 (5-(2-(2-azabicyclo[2.1.1]hexan-2-yl)-6-((1S,4S)-2,5-diazabicyclo[2.2.1]heptan-2-yl)pyrimidin-4-yl)-3-(trifluoromethyl)pyridin-2-amine), C(C)(=O)OC(C)=O (acetic anhydride), C(C)N(C(C)C)C(C)C (N-ethyl-N-isopropylpropan-2-amine). Solvent: CS(=O)C (DMSO). Conditions: time 25 minute. Yields the product NC1=C(C=C(C=N1)C1=CC(=NC(=N1)N1C2CC(C1)C2)N2[C@@H]1CN([C@H](C2)C1)C(C)=O)C(F)(F)F (1-((1S,4S)-5-(6-(6-amino-5-(trifluoromethyl)pyridin-3-yl)-2-(2-azabicyclo[2.1.1]hexan-2-yl)pyrimidin-4-yl)-2,5-diazabicyclo[2.2.1]heptan-2-yl)ethanone). Isolated yield 45.8%. Reaction SMILES: [CH:1]12[CH2:6][CH:4]([CH2:5]1)[CH2:3][N:2]2[C:7]1[N:12]=[C:11]([C:13]2[CH:14]=[C:15]([C:20]([F:23])([F:22])[F:21])[C:16]([NH2:19])=[N:17][CH:18]=2)[CH:10]=[C:9]([N:24]2[CH2:29][C@@H:28]3[CH2:30][C@H:25]2[CH2:26][NH:27]3)[N:8]=1.[C:31](OC(=O)C)(=[O:33])[CH3:32].C(N(C(C)C)C(C)C)C>CS(C)=O>[NH2:19][C:16]1[N:17]=[CH:18][C:13]([C:11]2[N:12]=[C:7]([N:2]3[CH2:3][CH:4]4[CH2:5][CH:1]3[CH2:6]4)[N:8]=[C:9]([N:24]3[CH2:29][C@@H:28]4[CH2:30][C@H:25]3[CH2:26][N:27]4[C:31](=[O:33])[CH3:32])[CH:10]=2)=[CH:14][C:15]=1[C:20]([F:23])([F:22])[F:21]. Procedure: To a solution of 5-(2-(2-azabicyclo[2.1.1]hexan-2-yl)-6-((1S,4S)-2,5-diazabicyclo[2.2.1]heptan-2-yl)pyrimidin-4-yl)-3-(trifluoromethyl)pyridin-2-amine (80 mg, 0.22 mmol) in DMSO (2 mL) was added acetic anhydride (46 mg, 0.44 mmol) and N-ethyl-N-isopropylpropan-2-amine (0.1 mL). The mixture was stirred at room temperature for 25 min. The mixture was concentrated in vacuum and the residue was purified by Prep-HPLC (BASE) to provide 1-((1S,4S)-5-(6-(6-amino-5-(trifluoromethyl)pyridin-3-yl)-2-(2-aza... Starting materials: F[B-](F)(F)F.N1(N=NC2=C1C=CC=C2)OC(=[N+](C)C)N(C)C ((benzotriazol-1-yl)-N,N,N′,N′-tetramethyluronium tetrafluoroborate), ClC1=C(OC(C(=O)O)C)C=C(C(=C1)F)N1C(N(C(=CC1=O)C(F)(F)F)C)=O (2-[2-Chloro-5-(3,6-dihydro-3-methyl-2,6-dioxo-4-trifluoromethyl-1(2H)-pyrimidinyl)-4-fluorophenoxy]propionic acid), Cl.COC(CCN)=O (β-alanine methyl ester hydrochloride), CN1CCOCC1 (4-methylmorpholine). Solvent: ClCCl (dichloromethane). Run at time 1 hour. The product is COC(CCNC(C(C)OC1=C(C=C(C(=C1)N1C(N(C(=CC1=O)C(F)(F)F)C)=O)F)Cl)=O)=O (3-[{2-[2-chloro-5-(3,6-dihydro-3-methyl-2,6-dioxo-4-trifluoromethyl-1(2H)-pyrimidinyl)-4-fluorophenoxy]-1-oxopropyl}amino]propionic acid methyl ester). Yield: 99.4%. RXN SMILES: [Cl:1][C:2]1[CH:13]=[C:12]([F:14])[C:11]([N:15]2[C:20](=[O:21])[CH:19]=[C:18]([C:22]([F:25])([F:24])[F:23])[N:17]([CH3:26])[C:16]2=[O:27])=[CH:10][C:3]=1[O:4][CH:5]([CH3:9])[C:6](O)=[O:7].Cl.[CH3:29][O:30][C:31](=[O:35])[CH2:32][CH2:33][NH2:34].CN1CCOCC1.F[B-](F)(F)F.N1(OC(N(C)C)=[N+](C)C)C2C=CC=CC=2N=N1>ClCCl>[CH3:29][O:30][C:31](=[O:35])[CH2:32][CH2:33][NH:34][C:6](=[O:7])[CH:5]([O:4][C:3]1[CH:10]=[C:11]([N:15]2[C:20](=[O:21])[CH:19]=[C:18]([C:22]([F:23])([F:25])[F:24])[N:17]([CH3:26])[C:16]2=[O:27])[C:12]([F:14])=[CH:13][C:2]=1[Cl:1])[CH3:9] |f:1.2,4.5|. Procedure details: 2-[2-Chloro-5-(3,6-dihydro-3-methyl-2,6-dioxo-4-trifluoromethyl-1(2H)-pyrimidinyl)-4-fluorophenoxy]propionic acid (20 g) and β-alanine methyl ester hydrochloride (8.2 g) were dissolved in dichloromethane (200 mL). After slowly adding 4-methylmorpholine (14.8 g) dropwise to the reaction mixture, stirring was performed for 1 hour. After adding (benzotriazol-1-yl)-N,N,N′,N′-tetramethyluronium tetrafluoroborate (18.5 g) for 30 minutes, the reaction mixture was stirred at room temperature for 1.5 hou...